Task: describe an organic reaction: reactants, conditions, products, and yield. Dataset: the Open Reaction Database (ORD), a public repository of structured organic reaction records Starting materials: BrC=1C=C(CN2N=C(C=C2C)C2=NC(=NO2)C2=CC=C(C=C2)C2(CC2)C(F)(F)F)C=CC1 (5-[1-(3-Bromobenzyl)-5-methyl-1H-pyrazol-3-yl]-3-{4-[1-(trifluoromethyl)cyclopropyl]phenyl}-1,2,4-oxadiazole), OC1CCNCC1 (4-hydroxypiperidine). Yields the product CC1=CC(=NN1CC=1C=C(C=CC1)N1CCC(CC1)O)C1=NC(=NO1)C1=CC=C(C=C1)C1(CC1)C(F)(F)F (1-(3-{[5-Methyl-3-(3-{4-[1-(trifluoromethyl)cyclopropyl]phenyl}-1,2,4-oxadiazol-5-yl)-1H-pyrazol-1-yl]methyl}phenyl)piperidin-4-ol). Reaction SMILES: Br[C:2]1[CH:3]=[C:4]([CH:30]=[CH:31][CH:32]=1)[CH2:5][N:6]1[C:10]([CH3:11])=[CH:9][C:8]([C:12]2[O:16][N:15]=[C:14]([C:17]3[CH:22]=[CH:21][C:20]([C:23]4([C:26]([F:29])([F:28])[F:27])[CH2:25][CH2:24]4)=[CH:19][CH:18]=3)[N:13]=2)=[N:7]1.[OH:33][CH:34]1[CH2:39][CH2:38][NH:37][CH2:36][CH2:35]1>>[CH3:11][C:10]1[N:6]([CH2:5][C:4]2[CH:3]=[C:2]([N:37]3[CH2:38][CH2:39][CH:34]([OH:33])[CH2:35][CH2:36]3)[CH:32]=[CH:31][CH:30]=2)[N:7]=[C:8]([C:12]2[O:16][N:15]=[C:14]([C:17]3[CH:22]=[CH:21][C:20]([C:23]4([C:26]([F:29])([F:28])[F:27])[CH2:25][CH2:24]4)=[CH:19][CH:18]=3)[N:13]=2)[CH:9]=1. Reported procedure: Analogously to the process described in Example 3, 125 mg (0.248 mmol) of the compound from Example 2A and 50 mg (0.497 mmol) of 4-hydroxypiperidine were used to obtain 20 mg (16% of theory) of the title compound. The first component step of the process was effected here at a reaction temperature of 130° C. The preparative HPLC purification was performed by method 11 The reactants are C=CCNC(=O)C#C[Si](C)(C)C, CCOCOCC, C1COCCN1, CC(=O)C(C)S. Yields the product C=CCNC(=O)C1C([Si](C)(C)C)SC(C)C1(C)O. RXN SMILES: [CH2:13]([CH:14]=[CH2:15])[NH:16][C:17]([C:18]#[C:19][Si:20]([CH3:21])([CH3:22])[CH3:23])=[O:24].[CH2:25]([O:26][CH2:27][O:28][CH2:29][CH3:30])[CH3:31].[CH2:7]1[NH:8][CH2:9][CH2:10][O:11][CH2:12]1.[SH:1][CH:2]([C:3]([CH3:4])=[O:5])[CH3:6]>>[S:1]1[CH:2]([CH3:6])[C:3]([CH3:4])([OH:5])[CH:18]([C:17]([NH:16][CH2:13][CH:14]=[CH2:15])=[O:24])[CH:19]1[Si:20]([CH3:21])([CH3:22])[CH3:23].